Dataset: the Open Reaction Database (ORD), a public repository of structured organic reaction records. Task: describe an organic reaction: reactants, conditions, products, and yield Run in C(C)OCC (diethyl ether), C(C)OCC (diethyl ether). Yield: 21.1%. Product: CN1CC(C=CC1)CO ((1-methyl-1,2,3,6-tetrahydro-3-pyridyl)methanol). Procedure details: A solution of methyl 1-methyl-1,2,3,6-tetrahydropyridine-3-carboxylate (88 g, 0.56 mol) dis-solved in dry diethyl ether (250 ml) was slowly added to a slurry of lithium aluminium hydride (23 g, 0.6 mol) in diethyl ether (500 ml). The mixture was refluxed for 30 min. Water (100 ml) and potassium carbonate (100 g, 0.72 mol) were added carefully and the mixture was filtered and evaporated to dryness in vacuo. The residue was distilled in vacuum giving one pure fraction of (1-methyl-1,2,3,6-tetrahyd... Reactants: CN1CC(C=CC1)C(=O)OC (methyl 1-methyl-1,2,3,6-tetrahydropyridine-3-carboxylate), [H-].[Al+3].[Li+].[H-].[H-].[H-] (lithium aluminium hydride), O (Water), C([O-])([O-])=O.[K+].[K+] (potassium carbonate). As a reaction SMILES: [CH3:1][N:2]1[CH2:7][CH:6]=[CH:5][CH:4]([C:8](OC)=[O:9])[CH2:3]1.[H-].[Al+3].[Li+].[H-].[H-].[H-].O.C(=O)([O-])[O-].[K+].[K+]>C(OCC)C>[CH3:1][N:2]1[CH2:7][CH:6]=[CH:5][CH:4]([CH2:8][OH:9])[CH2:3]1 |f:1.2.3.4.5.6,8.9.10|. The reactants are CON(C(=O)C=1N=NC=CC1)C (N-methoxy-N-methylpyridazine-3-carboxamide), [Li+].CC(C)[N-]C(C)C (LDA), BrC1=CC=C2CC3(C(C2=C1)=O)CCC(CC3)=O (6′-bromospiro[cyclohexane-1,2′-indene]-1′,4(3′H)-dione). The solvent is C1CCOC1 (THF), C1CCOC1 (THF), C1CCOC1 (THF). Conditions: temperature -60 celsius, time 1 hour. Product: N1=NC(=CC=C1)C(C)O (1-(pyridazin-3-yl)ethanol). The yield is 106.6%. RXN SMILES: [Li+].CC([N-]C(C)C)C.Br[C:10]1[CH:18]=[C:17]2C(C[C:15]3(CCC(=O)CC3)[C:16]2=[O:19])=C[CH:11]=1.CON(C)C(C1[N:32]=[N:33]C=CC=1)=O>C1COCC1>[N:32]1[CH:11]=[CH:10][CH:18]=[C:17]([CH:16]([OH:19])[CH3:15])[N:33]=1 |f:0.1|. Reported procedure: To a solution of LDA (23.4 mL, 42.1 mmol, 1.8 M in THF) in THF (150 mL) was added slowly a solution of compound 1 (3.6 g, 21.05 mmol) in THF (77 mL) at −60° C. under a N2 atmosphere. After being stirred at −60° C. for 1 h, a solution of compound 2 (7.05 g, 18.9 mmol)) in THF (23 mL) was added slowly to the above solution. The resulting mixture was stirred at −60° C. for 2 h. The reaction mixture was quenched with water (15 mL). The aqueous layer was extracted with EtOAc (3×40 mL). The combined o... Reactants: CN1C[C@@H]2N(CC[C@@H]2C1)C1=CC=C(C=C1)N1CCNCC1 ((3aR,6aR)-5-Methyl-1-(4-piperazin-1-yl-phenyl)-octahydro-pyrrolo[3,4-b]pyrrole), BrC=1SC=CN1 (2-bromothiazole), C1(=CC=CC=C1)P(C1=C(C2=CC=CC=C2C=C1)C1=C(C=CC2=CC=CC=C12)P(C1=CC=CC=C1)C1=CC=CC=C1)C1=CC=CC=C1 (racemic-2,2′-bis(diphenylphosphino)-1,1′-binaphthyl), CC(C)([O-])C.[Na+] (sodium tert-butoxide). The reagents and catalysts are C=1C=CC(=CC1)/C=C/C(=O)/C=C/C2=CC=CC=C2.C=1C=CC(=CC1)/C=C/C(=O)/C=C/C2=CC=CC=C2.C=1C=CC(=CC1)/C=C/C(=O)/C=C/C2=CC=CC=C2.[Pd].[Pd] (tris(dibenzylideneacetone)dipalladium). The solvent is C1(=CC=CC=C1)C (toluene), O (water). Run at temperature 80 celsius. The product is CN1C[C@@H]2N(CC[C@@H]2C1)C1=CC=C(C=C1)N1CCN(CC1)C=1SC=CN1 ((3aR,6aR)-5-methyl-1-{4-[4-(1,3-thiazol-2-yl)piperazin-1-yl]phenyl}octahydropyrrolo[3,4-b]pyrrole). As a reaction SMILES: [CH3:1][N:2]1[CH2:9][C@@H:8]2[C@@H:4]([N:5]([C:10]3[CH:15]=[CH:14][C:13]([N:16]4[CH2:21][CH2:20][NH:19][CH2:18][CH2:17]4)=[CH:12][CH:11]=3)[CH2:6][CH2:7]2)[CH2:3]1.Br[C:23]1[S:24][CH:25]=[CH:26][N:27]=1.C1(P(C2C=CC=CC=2)C2C=CC3C(=CC=CC=3)C=2C2C3C(=CC=CC=3)C=CC=2P(C2C=CC=CC=2)C2C=CC=CC=2)C=CC=CC=1.CC(C)([O-])C.[Na+]>C1(C)C=CC=CC=1.O.C1C=CC(/C=C/C(/C=C/C2C=CC=CC=2)=O)=CC=1.C1C=CC(/C=C/C(/C=C/C2C=CC=CC=2)=O)=CC=1.C1C=CC(/C=C/C(/C=C/C2C=CC=CC=2)=O)=CC=1.[Pd].[Pd]>[CH3:1][N:2]1[CH2:9][C@@H:8]2[C@@H:4]([N:5]([C:10]3[CH:11]=[CH:12][C:13]([N:16]4[CH2:17][CH2:18][N:19]([C:23]5[S:24][CH:25]=[CH:26][N:27]=5)[CH2:20][CH2:21]4)=[CH:14][CH:15]=3)[CH2:6][CH2:7]2)[CH2:3]1 |f:3.4,7.8.9.10.11|. Reported procedure: The product of Example 49B (50 mg, 0.175 mmole), 2-bromothiazole (35 mg, 0.21 mmole), tris(dibenzylideneacetone)dipalladium (3.2 mg, 0.0035 mmole), racemic-2,2′-bis(diphenylphosphino)-1,1′-binaphthyl (4.4 mg, 0.007 mmole) and sodium tert-butoxide (25.2 mg, 1.5 mmole) were dissolved in 1 ml of toluene and heated at 80° C. under N2 for 24 hours. The mixture was cooled to room temperature, diluted with water and extracted with dichloromethane (5×). The combined organics were dried over sodium sulfa...